Dataset: the Open Reaction Database (ORD), a public repository of structured organic reaction records. Task: describe an organic reaction: reactants, conditions, products, and yield Starting materials: ClC1=C(C(=O)N)C=C(C(=N1)Cl)F (2,6-dichloro-5-fluoronicotinamide), Cl.C(C1=CC=CC=C1)OC(NC1(CC1)[C@@H](CC)N)=O ((R)-benzyl-1-(1-aminopropyl)cyclopropylcarbamate hydrochloride salt), CCN(C(C)C)C(C)C (DIPEA). Solvent: CN1CCCC1=O (NMP), CCOC(=O)C (EtOAc). Reaction conditions: temperature 80 celsius. The product is ClC1=C(C=C(C(=N1)N[C@H](CC)C1(CC1)NC(OCC1=CC=CC=C1)=O)F)C#N ((R)-benzyl 1-(1-(6-chloro-5-cyano-3-fluoropyridin-2-ylamino)propyl)cyclopropylcarbamate). Yield: 44.8%. RXN SMILES: [Cl:1][C:2]1[N:10]=[C:9](Cl)[C:8]([F:12])=[CH:7][C:3]=1[C:4]([NH2:6])=O.Cl.[CH2:14]([O:21][C:22](=[O:31])[NH:23][C:24]1([C@H:27]([NH2:30])[CH2:28][CH3:29])[CH2:26][CH2:25]1)[C:15]1[CH:20]=[CH:19][CH:18]=[CH:17][CH:16]=1.CCN(C(C)C)C(C)C>CN1C(=O)CCC1.CCOC(C)=O>[Cl:1][C:2]1[N:10]=[C:9]([NH:30][C@@H:27]([C:24]2([NH:23][C:22](=[O:31])[O:21][CH2:14][C:15]3[CH:16]=[CH:17][CH:18]=[CH:19][CH:20]=3)[CH2:26][CH2:25]2)[CH2:28][CH3:29])[C:8]([F:12])=[CH:7][C:3]=1[C:4]#[N:6] |f:1.2|. Reported procedure: To a solution of 2,6-dichloro-5-fluoronicotinamide (233 mg, 1.22 mmol) in NMP (5.0 mL) was added (R)-benzyl-1-(1-aminopropyl)cyclopropylcarbamate hydrochloride salt (350 mg, 1.23 mmol) and DIPEA (0.434 mL, 2.44 mmol). After heated at 80° C. for 4 h, the mixture was diluted with EtOAc, organic layer was washed brine, dried and concentrated to give (R)-benzyl 1-(1-(6-chloro-5-cyano-3-fluoropyridin-2-ylamino)propyl)cyclopropylcarbamate (220 mg). The reactants are OC1=CC=2CC[C@H]3[C@@H]4CCC([C@@]4(C)CC[C@H]3C2C=C1)=O (3-Hydroxy-9β-oestra-1,3,5(10)-trien-17-one), C(C)(=O)OC(C)=O (acetic anhydride), O (water). The solvent is N1=CC=CC=C1 (pyridine). Product: C(C)(=O)OC1=CC=2CC[C@H]3[C@@H]4CCC([C@@]4(C)CC[C@H]3C2C=C1)=O (3-Acetoxy-9β-oestra-1,3,5(10)-trien-17-one). Reaction SMILES: [OH:1][C:2]1[CH:19]=[CH:18][C:17]2[C@H:16]3[C@H:7]([C@H:8]4[C@@:12]([CH2:14][CH2:15]3)([CH3:13])[C:11](=[O:20])[CH2:10][CH2:9]4)[CH2:6][CH2:5][C:4]=2[CH:3]=1.[C:21](OC(=O)C)(=[O:23])[CH3:22].O>N1C=CC=CC=1>[C:21]([O:1][C:2]1[CH:19]=[CH:18][C:17]2[C@H:16]3[C@H:7]([C@H:8]4[C@@:12]([CH2:14][CH2:15]3)([CH3:13])[C:11](=[O:20])[CH2:10][CH2:9]4)[CH2:6][CH2:5][C:4]=2[CH:3]=1)(=[O:23])[CH3:22]. Reported procedure: 3-Hydroxy-9β-oestra-1,3,5(10)-trien-17-one (370 mg., 1.4 mmole) was treated with acetic anhydride (3 ml.) in pyridine (3 ml.) at steam-bath temperature for 45 min. The cooled solution was poured into water (50 ml.), and extracted with ether (50 ml.). The ether extract was washed with 2N-sulphuric acid (25 ml.), then water (2 × 25 ml.) and the solvent evaporated in vacuo to give the title compound as a chromatographically pure oil (390 mg., 90%), υmax. 1758, 1735 and 1200 cm. -1. Starting materials: CSC(=C[N+](=O)[O-])SC, CC(C)O, NCCSCc1ccccn1. Product: CSC(=C[N+](=O)[O-])NCCSCc1ccccn1. Reaction SMILES: [CH3:12][S:13][C:14](=[CH:15][N+:16](=[O:17])[O-:18])[S:19][CH3:20].[CH:21]([OH:22])([CH3:23])[CH3:24].[n:1]1[c:2]([CH2:7][S:8][CH2:9][CH2:10][NH2:11])[cH:3][cH:4][cH:5][cH:6]1>>[n:1]1[c:2]([CH2:7][S:8][CH2:9][CH2:10][NH:11][C:14]([S:13][CH3:12])=[CH:15][N+:16](=[O:17])[O-:18])[cH:3][cH:4][cH:5][cH:6]1. The reactants are CN(C)C=O, COc1ccc(C2(C#C[Si](C)(C)C)CCCC(=O)C2)cc1OC1CCCC1, [F-], [K+]. Product: C#CC1(c2ccc(OC)c(OC3CCCC3)c2)CCCC(=O)C1. RXN SMILES: [CH3:30][N:31]([CH3:32])[CH:33]=[O:34].[CH:3]1([O:8][c:9]2[cH:10][c:11]([C:17]3([C:24]#[C:25][Si:26]([CH3:27])([CH3:28])[CH3:29])[CH2:18][C:19](=[O:23])[CH2:20][CH2:21][CH2:22]3)[cH:12][cH:13][c:14]2[O:15][CH3:16])[CH2:4][CH2:5][CH2:6][CH2:7]1.[F-:1].[K+:2]>>[CH:3]1([O:8][c:9]2[cH:10][c:11]([C:17]3([C:24]#[CH:25])[CH2:18][C:19](=[O:23])[CH2:20][CH2:21][CH2:22]3)[cH:12][cH:13][c:14]2[O:15][CH3:16])[CH2:4][CH2:5][CH2:6][CH2:7]1. Starting materials: ClC=1N=C(C2=C(N1)C=C(S2)CN2CCN(CC2)C(C(=O)NC)(C)C)N2CCOCC2 (2-[4-(2-Chloro-4-morpholin-4-yl-thieno[3,2-d]pyrimidin-6-ylmethyl)-piperazin-1-yl]-N-methyl-isobutyramide), CC1=NC=C(C=C1)B1OC(C(O1)(C)C)(C)C (2-methyl-5-(4,4,5,5-tetramethyl-[1,3,2]dioxaborolan-2-yl)-pyridine). Product: CNC(C(C)(N1CCN(CC1)CC1=CC=2N=C(N=C(C2S1)N1CCOCC1)C=1C=NC(=CC1)C)C)=O (N,2-dimethyl-2-(4-((2-(6-methylpyridin-3-yl)-4-morpholinothieno[3,2-d]pyrimidin-6-yl)methyl)piperazin-1-yl)propanamide). Reaction SMILES: Cl[C:2]1[N:3]=[C:4]([N:25]2[CH2:30][CH2:29][O:28][CH2:27][CH2:26]2)[C:5]2[S:10][C:9]([CH2:11][N:12]3[CH2:17][CH2:16][N:15]([C:18]([CH3:24])([CH3:23])[C:19]([NH:21][CH3:22])=[O:20])[CH2:14][CH2:13]3)=[CH:8][C:6]=2[N:7]=1.[CH3:31][C:32]1[CH:37]=[CH:36][C:35](B2OC(C)(C)C(C)(C)O2)=[CH:34][N:33]=1>>[CH3:22][NH:21][C:19](=[O:20])[C:18]([CH3:24])([N:15]1[CH2:16][CH2:17][N:12]([CH2:11][C:9]2[S:10][C:5]3[C:4]([N:25]4[CH2:30][CH2:29][O:28][CH2:27][CH2:26]4)=[N:3][C:2]([C:35]4[CH:34]=[N:33][C:32]([CH3:31])=[CH:37][CH:36]=4)=[N:7][C:6]=3[CH:8]=2)[CH2:13][CH2:14]1)[CH3:23]. Procedure details: 2-[4-(2-Chloro-4-morpholin-4-yl-thieno[3,2-d]pyrimidin-6-ylmethyl)-piperazin-1-yl]-N-methyl-isobutyramide (Example 88) was reacted with 2-methyl-5-(4,4,5,5-tetramethyl-[1,3,2]dioxaborolan-2-yl)-pyridine via General Procedure A. Purification on silica yielded 177. NMR (400 MHz CDCl3): 1.27 (6H, s, CH3), 2.58 (8H, b, CH2), 2.65 (3H, s, CH3), 2.82 (3H, d (J=4.97), CH3), 3.86 (2H, s, CH2), 3.90-3.92 (4H, m, CH2), 4.06-4.09 (4H, m, CH2), 7.21 (1H, b, NH), 7.26 (1H, d (J=8.23), ar), 7.33 (1H, s, ar), ... The reactants are O=C([O-])[O-], CCO, Cc1cc(C)c(B(O)O)c(C)c1, Cc1ccc(C(=O)NC2CC2)cc1-c1ccc2c(Cl)nncc2c1, [K+], [K+], Cc1ccccc1. Product: Cc1cc(C)c(-c2nncc3cc(-c4cc(C(=O)NC5CC5)ccc4C)ccc23)c(C)c1. As a reaction SMILES: [C:37](=[O:38])([O-:39])[O-:40].[CH2:43]([OH:44])[CH3:45].[CH3:25][c:26]1[c:27]([B:34]([OH:35])[OH:36])[c:28]([CH3:33])[cH:29][c:30]([CH3:32])[cH:31]1.[Cl:1][c:2]1[n:3][n:4][cH:5][c:6]2[cH:7][c:8](-[c:12]3[cH:13][c:14]([C:15](=[O:16])[NH:17][CH:18]4[CH2:19][CH2:20]4)[cH:21][cH:22][c:23]3[CH3:24])[cH:9][cH:10][c:11]12.[K+:41].[K+:42].[c:46]1([CH3:47])[cH:48][cH:49][cH:50][cH:51][cH:52]1>>[c:2]1(-[c:27]2[c:26]([CH3:25])[cH:31][c:30]([CH3:32])[cH:29][c:28]2[CH3:33])[n:3][n:4][cH:5][c:6]2[cH:7][c:8](-[c:12]3[cH:13][c:14]([C:15](=[O:16])[NH:17][CH:18]4[CH2:19][CH2:20]4)[cH:21][cH:22][c:23]3[CH3:24])[cH:9][cH:10][c:11]12.